From a dataset of the Open Reaction Database (ORD), a public repository of structured organic reaction records. describe an organic reaction: reactants, conditions, products, and yield The reactants are ClC1=C(C=C(C(=C1)Cl)OC)NC1=C(C=NC2=CC(=C(C=C12)OC)OCCCN1CCN(CC1)C)C#N (4-[(2,4-Dichloro-5-methoxyphenyl)amino]-6-methoxy-7-[3-(4-methyl-1-piperazinyl)propoxy]-3-quinolinecarbonitrile), mixture. Solvent: C(C)(C)O.O (isopropyl alcohol water). Yields the product C(C)(C)[O-].ClC1=C(C=C(C(=C1)Cl)OC)NC1=C(C=NC2=CC(=C(C=C12)OC)OCCCN1CCN(CC1)C)C#N (4-[(2,4-dichloro-5-methoxyphenyl)amino]-6-methoxy-7-[3-(4-methyl-1-piperazinyl)propoxy]-3-quinolinecarbonitrile monoisopropyl alcoholate). Isolated yield 162.3%. Reaction SMILES: [Cl:1][C:2]1[CH:7]=[C:6]([Cl:8])[C:5]([O:9][CH3:10])=[CH:4][C:3]=1[NH:11][C:12]1[C:21]2[C:16](=[CH:17][C:18]([O:24][CH2:25][CH2:26][CH2:27][N:28]3[CH2:33][CH2:32][N:31]([CH3:34])[CH2:30][CH2:29]3)=[C:19]([O:22][CH3:23])[CH:20]=2)[N:15]=[CH:14][C:13]=1[C:35]#[N:36]>C(O)(C)C.O>[CH:5]([O-:9])([CH3:6])[CH3:4].[Cl:1][C:2]1[CH:7]=[C:6]([Cl:8])[C:5]([O:9][CH3:10])=[CH:4][C:3]=1[NH:11][C:12]1[C:21]2[C:16](=[CH:17][C:18]([O:24][CH2:25][CH2:26][CH2:27][N:28]3[CH2:33][CH2:32][N:31]([CH3:34])[CH2:30][CH2:29]3)=[C:19]([O:22][CH3:23])[CH:20]=2)[N:15]=[CH:14][C:13]=1[C:35]#[N:36] |f:1.2,3.4|. Reported procedure: 4-[(2,4-Dichloro-5-methoxyphenyl)amino]-6-methoxy-7-[3-(4-methyl-1-piperazinyl)propoxy]-3-quinolinecarbonitrile (5 g) and 40 mL of a mixture of 2/1 isopropyl alcohol/water (v/v) were added to a 125 flask, and heated to reflux. The mixture was cooled over night to room temperature and filtered. The cake was washed with 15 mL of a 2/1 mixture of isopropyl alcohol/water (v/v) and vacuum dried at 45° C. to give 4.51 g of 4-[(2,4-dichloro-5-methoxyphenyl)amino]-6-methoxy-7-[3-(4-methyl-1-piperazinyl)...